This data is from the Open Reaction Database (ORD), a public repository of structured organic reaction records. The task is: describe an organic reaction: reactants, conditions, products, and yield Starting materials: C(C)OC(=O)C=1C(=NOC1C)C1=C(C=CC(=C1)F)F (3-(2,5-difluoro-phenyl)-5-methyl-isoxazole-4-carboxylic acid ethyl ester), C(C)OC(=O)C=1C(=NOC1C)C1=C(C=CC=C1)F (3-(2-fluoro-phenyl)-5-methyl-isoxazole-4-carboxylic acid ethyl ester). Product: FC1=C(C=C(C=C1)F)C1=NOC(=C1COC1=NC=C(C(=O)NC(C)C)C=C1)C (6-[3-(2,5-Difluoro-phenyl)-5-methyl-isoxazol-4-ylmethoxy]-N-isopropyl-nicotinamide). Yield: 21.0%. Reaction SMILES: [CH2:1]([O:3][C:4]([C:6]1[C:7]([C:12]2[CH:17]=[C:16]([F:18])[CH:15]=[CH:14][C:13]=2[F:19])=[N:8][O:9][C:10]=1[CH3:11])=O)[CH3:2].C(O[C:23]([C:25]1[C:26](C2C=CC=CC=2F)=[N:27][O:28][C:29]=1C)=O)C>>[F:19][C:13]1[CH:14]=[CH:15][C:16]([F:18])=[CH:17][C:12]=1[C:7]1[C:6]([CH2:4][O:3][C:1]2[CH:2]=[CH:23][C:25]([C:29]([NH:8][CH:7]([CH3:12])[CH3:6])=[O:28])=[CH:26][N:27]=2)=[C:10]([CH3:11])[O:9][N:8]=1. Procedure details: As described for example 84d, 3-(2,5-difluoro-phenyl)-5-methyl-isoxazole-4-carboxylic acid ethyl ester (18 g, 67.4 mmol) was converted, instead of 3-(2-fluoro-phenyl)-5-methyl-isoxazole-4-carboxylic acid ethyl ester, to the title compound (3.25 g, 21%) which was obtained as a yellow oil. MS: m/e=226.2 [M+H]+.